Dataset: the Open Reaction Database (ORD), a public repository of structured organic reaction records. Task: describe an organic reaction: reactants, conditions, products, and yield Starting materials: FC1=CC=C(CNCC2=CC=C(CNC(OC(C)(C)C)=O)C=C2)C=C1 (tert-butyl 4-((4-fluorobenzylamino)methyl)benzylcarbamate), ClC=1C(=C(C=C(C1)Cl)S(=O)(=O)Cl)O (3,5-dichloro-2-hydroxybenzene-1-sulfonyl chloride), C(C)(C)N(CC)C(C)C (diisopropylethylamine). Run in C(Cl)Cl (CH2Cl2), C(Cl)Cl (methylene chloride). Reaction conditions: time 8 hour. The product is ClC=1C(=C(C=C(C1)Cl)S(=O)(=O)N(CC1=CC=C(C=C1)F)CC1=CC=C(CNC(OC(C)(C)C)=O)C=C1)O (tert-Butyl 4-((3,5-dichloro-N-(4-fluorobenzyl)-2-hydroxyphenylsulfonamido)methyl)benzylcarbamate). Yield: 212.1%. RXN SMILES: [F:1][C:2]1[CH:25]=[CH:24][C:5]([CH2:6][NH:7][CH2:8][C:9]2[CH:23]=[CH:22][C:12]([CH2:13][NH:14][C:15](=[O:21])[O:16][C:17]([CH3:20])([CH3:19])[CH3:18])=[CH:11][CH:10]=2)=[CH:4][CH:3]=1.[Cl:26][C:27]1[C:28]([OH:38])=[C:29]([S:34](Cl)(=[O:36])=[O:35])[CH:30]=[C:31]([Cl:33])[CH:32]=1.C(N(C(C)C)CC)(C)C>C(Cl)Cl>[Cl:26][C:27]1[C:28]([OH:38])=[C:29]([S:34]([N:7]([CH2:8][C:9]2[CH:23]=[CH:22][C:12]([CH2:13][NH:14][C:15](=[O:21])[O:16][C:17]([CH3:19])([CH3:20])[CH3:18])=[CH:11][CH:10]=2)[CH2:6][C:5]2[CH:4]=[CH:3][C:2]([F:1])=[CH:25][CH:24]=2)(=[O:36])=[O:35])[CH:30]=[C:31]([Cl:33])[CH:32]=1. Reported procedure: To a solution of tert-butyl 4-((4-fluorobenzylamino)methyl)benzylcarbamate (654 mg, 1.90 mmol, Aldrich) in CH2Cl2 (5 mL) were added 3,5-dichloro-2-hydroxybenzene-1-sulfonyl chloride (497 mg, 0.50 mmol, Aldrich) and diisopropylethylamine (1.34 mL, 9.50 mmol). The reaction mixture was stirred at rt overnight. The mixture was diluted with methylene chloride (100 mL) and washed with saturated aq sodium bicarbonate solution and brine, dried over MgSO4, concentrated and purified by flash column chroma... Starting materials: Congo Red, Cl (hydrochloric acid), COC(=O)C(CCCCCCC(=O)OC)(CCCC(CCCCC)OC(C)=O)S(=O)(=O)C (methyl 8-methoxycarbonyl-8-methylsulfonyl-12-acetoxyheptadecanoate), [Cl-].[Na+] (sodium chloride), CS(=O)C (dimethylsulfoxide). The solvent is O (water), O (water). Reaction conditions: temperature 185 celsius. Product: CS(=O)(=O)C(CCCCCCC(=O)OC)CCCC(CCCCC)OC(C)=O (methyl 8-methylsulfonyl-12-acetoxyheptadecanoate). The yield is 95.7%. RXN SMILES: COC([C:5]([S:29]([CH3:32])(=[O:31])=[O:30])([CH2:16][CH2:17][CH2:18][CH:19]([O:25][C:26](=[O:28])[CH3:27])[CH2:20][CH2:21][CH2:22][CH2:23][CH3:24])[CH2:6][CH2:7][CH2:8][CH2:9][CH2:10][CH2:11][C:12]([O:14][CH3:15])=[O:13])=O.[Cl-].[Na+].CS(C)=O.Cl>O>[CH3:32][S:29]([CH:5]([CH2:16][CH2:17][CH2:18][CH:19]([O:25][C:26](=[O:28])[CH3:27])[CH2:20][CH2:21][CH2:22][CH2:23][CH3:24])[CH2:6][CH2:7][CH2:8][CH2:9][CH2:10][CH2:11][C:12]([O:14][CH3:15])=[O:13])(=[O:30])=[O:31] |f:1.2|. Procedure details: A mixture of methyl 8-methoxycarbonyl-8-methylsulfonyl-12-acetoxyheptadecanoate (36.7 g., 0.077 mole), sodium chloride (4.68 g., 0.08 mole), water (1 ml.) and dimethylsulfoxide (60 ml.) is heated in a bath maintained at 185° C. under nitrogen for 5 hours. The resulting reaction mixture is concentrated in vacuo at 100° C. providing an oily residue which is diluted with water. The aqueous mixture is acidified to Congo Red with 6N hydrochloric acid and extracted with ether. The organic extract is w... Reactants: ClC1=C(C(=CC=C1)Cl)N(CC#C)C=1NCCN1 (2-[N-(2,6-dichloro-phenyl)-N-propargyl-amino]-2-imidazoline), [OH-].C[N+](CC1=CC=CC=C1)(C)C (trimethylbenzyl ammonium hydroxide). The reagents and catalysts are C(C)O (ethanol). Product: ClC1=C(C(=CC=C1)Cl)N1C=C(N2C1=NCC2)C (7-(2,6-dichloro-phenyl)-2,3-dihydro-5-methyl-imidazo[1,2-α]imidazole). Yield: 18.5%. As a reaction SMILES: [Cl:1][C:2]1[CH:7]=[CH:6][CH:5]=[C:4]([Cl:8])[C:3]=1[N:9]([C:13]1[NH:14][CH2:15][CH2:16][N:17]=1)[CH2:10][C:11]#[CH:12].[OH-].C[N+](C)(C)CC1C=CC=CC=1>C(O)C>[Cl:8][C:4]1[CH:5]=[CH:6][CH:7]=[C:2]([Cl:1])[C:3]=1[N:9]1[C:13]2=[N:14][CH2:15][CH2:16][N:17]2[C:11]([CH3:12])=[CH:10]1 |f:1.2|. Procedure: A mixture consisting of 5.4 gm of 2-[N-(2,6-dichloro-phenyl)-N-propargyl-amino]-2-imidazoline and 40 ml of ethanol containing 5 drops of trimethylbenzyl ammonium hydroxide was refluxed for five hours, while stirring. Thereafter, the ethanol was evaporated in vacuo, and the residue was dissolved in dilute hydrochloric acid. The resulting solution was fractionally extracted with ether at stepwisely increasing pH-values (addition of 2 N sodium hydroxide). The thin-layer chromatographically uniform ... Reactants: COC=1C=C(C=CC1OC)CCC1=CC=C(N)C=C1 (4-[2-[3,4-dimethoxyphenyl)ethyl]aniline). Solvent: Br (hydrobromic acid). Product: OC=1C=C(C=CC1O)CCC1=CC=C(C=C1)N (4-[2-(3,4-dihydroxyphenyl)ethyl]benzenamine), acetate salt. RXN SMILES: C[O:2][C:3]1[CH:4]=[C:5]([CH2:11][CH2:12][C:13]2[CH:19]=[CH:18][C:16]([NH2:17])=[CH:15][CH:14]=2)[CH:6]=[CH:7][C:8]=1[O:9]C>Br>[OH:2][C:3]1[CH:4]=[C:5]([CH2:11][CH2:12][C:13]2[CH:14]=[CH:15][C:16]([NH2:17])=[CH:18][CH:19]=2)[CH:6]=[CH:7][C:8]=1[OH:9]. Procedure details: A mixture of 20 g (78 mmol) of 4-[2-[3,4-dimethoxyphenyl)ethyl]aniline which is prepared in Preparation 1 above and 300 ml of 48% hydrobromic acid is stirred at reflux under nitrogen for seven hours and at room temperature overnight. The resultant precipitate is collected, washed with ether, and redissolved in 1 N·NaOH. The solution is acidified to pH 6 with glacial HOAc and the resultant precipitate is collected as crude product. Recrystallization from H2O and then from MeOH yields the 4-[2-(3,... Reactants: C[O-], C[O-], Cc1ccccc1, COCCOc1ccc(O)cc1, CO, [Mg+2]. Yields the product COCCOc1ccc(O)c(C=O)c1. As a reaction SMILES: [CH3:13][O-:14].[CH3:16][O-:17].[CH3:18][c:19]1[cH:20][cH:21][cH:22][cH:23][cH:24]1.[CH3:1][O:2][CH2:3][CH2:4][O:5][c:6]1[cH:7][cH:8][c:9]([OH:12])[cH:10][cH:11]1.[CH3:25][OH:26].[Mg+2:15]>>[CH3:1][O:2][CH2:3][CH2:4][O:5][c:6]1[cH:7][c:8]([CH:13]=[O:14])[c:9]([OH:12])[cH:10][cH:11]1. The reactants are C(C)OC(=O)[C@H]1[C@H](CCC1)NCC1=CC=C(C=C1)F (cis-2-(4-fluoro-benzylamino)-cyclopentanecarboxylic acid ethyl ester), IC1=CC2=C(NC(=NS2(=O)=O)CC(=O)O)C=C1 ((7-iodo-1,1-dioxo-1,4-dihydro-1λ6-benzo[1,2,4]thiadiazin-3-yl)-acetic acid), solution, C1(CCCCC1)N=C=NC1CCCCC1 (N,N′-dicyclohexylcarbodiimide), ClCCl (dichloromethane). The solvent is CN(C=O)C (N,N-dimethylformamide), C(C)(=O)OCC (ethyl acetate). Reaction conditions: temperature 25 celsius, time 1.5 hour. Yields the product FC1=CC=C(CN2C(C(=C([C@@H]3CCC[C@H]23)O)C2=NS(C3=C(N2)C=CC(=C3)I)(=O)=O)=O)C=C1 (cis-1-(4-Fluoro-benzyl)-4-hydroxy-3-(7-iodo-1,1-dioxo-1,4-dihydro-1λ6-benzo[1,2,4]thiadiazin-3-yl)-1,4a,5,6,7,7a-hexahydro-[1]pyrindin-2-one). RXN SMILES: C(O[C:4]([C@@H:6]1[CH2:10][CH2:9][CH2:8][C@@H:7]1[NH:11][CH2:12][C:13]1[CH:18]=[CH:17][C:16]([F:19])=[CH:15][CH:14]=1)=[O:5])C.[I:20][C:21]1[CH:36]=[CH:35][C:24]2[NH:25][C:26]([CH2:31][C:32](O)=[O:33])=[N:27][S:28](=[O:30])(=[O:29])[C:23]=2[CH:22]=1.C1(N=C=NC2CCCCC2)CCCCC1.ClCCl>CN(C)C=O.C(OCC)(=O)C>[F:19][C:16]1[CH:15]=[CH:14][C:13]([CH2:12][N:11]2[C@@H:7]3[C@@H:6]([CH2:10][CH2:9][CH2:8]3)[C:4]([OH:5])=[C:31]([C:26]3[NH:25][C:24]4[CH:35]=[CH:36][C:21]([I:20])=[CH:22][C:23]=4[S:28](=[O:29])(=[O:30])[N:27]=3)[C:32]2=[O:33])=[CH:18][CH:17]=1. Reported procedure: To a stirred solution of cis-2-(4-fluoro-benzylamino)-cyclopentanecarboxylic acid ethyl ester (prepared as described in Example 11, 1.33 g, 5 mmol) and (7-iodo-1,1-dioxo-1,4-dihydro-1λ6-benzo[1,2,4]thiadiazin-3-yl)-acetic acid (2.20 g, 6.0 mmol) in anhydrous N,N-dimethylformamide (15 mL) under a nitrogen atmosphere, a 1.0 M solution of N,N′-dicyclohexylcarbodiimide solution in dichloromethane (6.5 mL, 6.5 mmol) was slowly added. After stirring for 1.5 h at 25° C., the mixture was diluted with et... Reactants: F[B-](F)(F)F, CC(NC(=O)c1ccc(C(=O)O)c(Br)c1)c1nc2cc(Cl)ccc2[nH]1, ClBr, CCO, CN(C)C=O, CCN(C(C)C)C(C)C, ClCCl, C1CSCN1, CN(C)C(On1nnc2ccccc21)=[N+](C)C. Yields the product CC(NC(=O)c1ccc(C(=O)N2CCSC2)c(Br)c1)c1nc2cc(Cl)ccc2[nH]1. As a reaction SMILES: [B-:26]([F:27])([F:28])([F:29])[F:30].[Br:1][c:2]1[c:3]([C:4](=[O:5])[OH:6])[cH:7][cH:8][c:9]([C:11](=[O:12])[NH:13][CH:14]([CH3:15])[c:16]2[n:17][c:18]3[c:19]([nH:20]2)[cH:21][cH:22][c:23]([Cl:25])[cH:24]3)[cH:10]1.[Br:62][Cl:63].[CH2:69]([OH:70])[CH3:71].[CH3:64][N:65]([CH3:66])[CH:67]=[O:68].[CH:48]([N:49]([CH:50]([CH3:51])[CH3:52])[CH2:53][CH3:54])([CH3:55])[CH3:56].[Cl:72][CH2:73][Cl:74].[S:57]1[CH2:58][NH:59][CH2:60][CH2:61]1.[n:31]1([O:32][C:33]([N:34]([CH3:35])[CH3:36])=[N+:37]([CH3:38])[CH3:39])[c:40]2[cH:41][cH:42][cH:43][cH:44][c:45]2[n:46][n:47]1>>[Br:1][c:2]1[c:3]([C:4](=[O:5])[N:59]2[CH2:58][S:57][CH2:61][CH2:60]2)[cH:7][cH:8][c:9]([C:11](=[O:12])[NH:13][CH:14]([CH3:15])[c:16]2[n:17][c:18]3[c:19]([nH:20]2)[cH:21][cH:22][c:23]([Cl:25])[cH:24]3)[cH:10]1. Starting materials: ClC(Cl)Cl, C1COCCO1, CC(=O)OCC(=O)C1(OC(C)=O)CCC2C3CC(F)C4=CC(=O)CCC4(C)C3C(O)CC21C. Product: CC(=O)OCC(=O)C1(OC(C)=O)CCC2C3CC(F)C4=CC(=O)C=CC4(C)C3C(O)CC21C. As a reaction SMILES: [CH:40]([Cl:41])([Cl:42])[Cl:43].[O:34]1[CH2:35][CH2:36][O:37][CH2:38][CH2:39]1.[OH:1][CH:2]1[CH:3]2[C:4]3([CH3:33])[CH2:5][CH2:6][C:7](=[O:32])[CH:8]=[C:9]3[CH:10]([F:31])[CH2:11][CH:12]2[CH:13]2[CH2:14][CH2:15][C:16]([C:17]([CH2:18][O:19][C:20]([CH3:21])=[O:22])=[O:23])([O:27][C:28]([CH3:29])=[O:30])[C:24]2([CH3:26])[CH2:25]1>>[OH:1][CH:2]1[CH:3]2[C:4]3([CH3:33])[CH:5]=[CH:6][C:7](=[O:32])[CH:8]=[C:9]3[CH:10]([F:31])[CH2:11][CH:12]2[CH:13]2[CH2:14][CH2:15][C:16]([C:17]([CH2:18][O:19][C:20]([CH3:21])=[O:22])=[O:23])([O:27][C:28]([CH3:29])=[O:30])[C:24]2([CH3:26])[CH2:25]1.